Task: describe an organic reaction: reactants, conditions, products, and yield. Dataset: the Open Reaction Database (ORD), a public repository of structured organic reaction records Reactants: C(C)(C)NS(=O)(=O)C=1N(C2=CC=CC=C2C1)S(=O)(=O)C1=CC=CC=C1 (N-isopropyl-1-benzenesulfonylindole-2-sulfonamide), C1(=CC=CC=C1)P(C1=CC=CC=C1)C1=CC=CC=C1 (triphenylphosphine), C(C1=CC=CC=C1)(C1=CC=CC=C1)O (benzhydrol), N(=NC(=O)OCC)C(=O)OCC (diethyl azodicarboxylate). The solvent is O (Water), O1CCCC1 (tetrahydrofuran), O1CCCC1 (tetrahydrofuran). Yields the product C1(=CC=CC=C1)C(N(S(=O)(=O)C=1N(C2=CC=CC=C2C1)S(=O)(=O)C1=CC=CC=C1)C(C)C)C1=CC=CC=C1 (N-Diphenylmethyl-N-isopropyl-1-benzenesulfonylindole-2-sulfonamide). Isolated yield 79.2%. Reaction SMILES: [CH:1]([NH:4][S:5]([C:8]1[N:9]([S:17]([C:20]2[CH:25]=[CH:24][CH:23]=[CH:22][CH:21]=2)(=[O:19])=[O:18])[C:10]2[C:15]([CH:16]=1)=[CH:14][CH:13]=[CH:12][CH:11]=2)(=[O:7])=[O:6])([CH3:3])[CH3:2].C1(P(C2C=CC=CC=2)C2C=CC=CC=2)C=CC=CC=1.[CH:45](O)([C:52]1[CH:57]=[CH:56][CH:55]=[CH:54][CH:53]=1)[C:46]1[CH:51]=[CH:50][CH:49]=[CH:48][CH:47]=1.N(C(OCC)=O)=NC(OCC)=O>O1CCCC1.O>[C:46]1([CH:45]([C:52]2[CH:57]=[CH:56][CH:55]=[CH:54][CH:53]=2)[N:4]([CH:1]([CH3:3])[CH3:2])[S:5]([C:8]2[N:9]([S:17]([C:20]3[CH:25]=[CH:24][CH:23]=[CH:22][CH:21]=3)(=[O:18])=[O:19])[C:10]3[C:15]([CH:16]=2)=[CH:14][CH:13]=[CH:12][CH:11]=3)(=[O:7])=[O:6])[CH:51]=[CH:50][CH:49]=[CH:48][CH:47]=1. Reported procedure: To a solution of N-isopropyl-1-benzenesulfonylindole-2-sulfonamide (10.0 g, 26.42 mmol), triphenylphosphine (10.4 g, 39.63 mmol), and benzhydrol (7.30 g, 39.63 mmol) in 100 ml of tetrahydrofuran was dropwise added a solution of diethyl azodicarboxylate (6.24 ml, 39.63 mmol) in 100 ml of tetrahydrofuran with stirring, followed by stirring at room temperature for 2 hours. Water was added to the reaction mixture followed by extraction with ethyl acetate. The resulting organic layer was washed with ... Reactants: O (H2O), C(C)B(CC)CC (triethylborane), C(C)(=O)OCC1=C(N2C(C(C2SC1)=[N+]=[N-])=O)C(=O)OC(C)(C)C (t-butyl 3-acetyloxymethyl-7-diazo-8-oxo-5-thia-1-azabicyclo[4.2.0]oct-2-ene-2-carboxylate). Run in C1CCOC1 (THF), C1CCOC1 (THF), C1CCOC1 (THF), C1CCOC1 (THF). Conditions: temperature -78 celsius. Yields the product C(C)(=O)OCC1=C(N2C(C(C2SC1)CC)=O)C(=O)OC(C)(C)C (t-Butyl 3-acetyloxymethyl-7α-ethyl-8-oxo-5-thia-1azabicyclo[4.2.0]oct-2-ene-2-carboxylate). As a reaction SMILES: [C:1]([O:4][CH2:5][C:6]1[CH2:13][S:12][CH:11]2[N:8]([C:9](=[O:16])[C:10]2=[N+]=[N-])[C:7]=1[C:17]([O:19][C:20]([CH3:23])([CH3:22])[CH3:21])=[O:18])(=[O:3])[CH3:2].[CH2:24](B(CC)CC)[CH3:25].O>C1COCC1>[C:1]([O:4][CH2:5][C:6]1[CH2:13][S:12][CH:11]2[N:8]([C:9](=[O:16])[CH:10]2[CH2:24][CH3:25])[C:7]=1[C:17]([O:19][C:20]([CH3:23])([CH3:22])[CH3:21])=[O:18])(=[O:3])[CH3:2]. Reported procedure: A 2 liter, 3-necked round bottom flask fitted with 2 dropping funnels was charged with 200 ml THF and cooled to -78° C. under N2. One dropping funnel was charged with a solution of 6.33 g (15.3 mM] t-butyl 3-acetyloxymethyl-7-diazo-8-oxo-5-thia-1-azabicyclo[4.2.0]oct-2-ene-2-carboxylate in 300 ml THF. The other funnel was charged with 32 ml 1M-triethylborane in THF, 1.2 ml H2O, and 300 ml THF. The funnels were adjusted so their contents were added to the flask at 2.5 ml/min and the temperature o... Reactants: [Br-], COC(=O)c1c(-c2ccc(OC)cc2)sc2cc(OC)ccc12, [Mg+]c1ccc(OCCN2CCCCC2)cc1, C1CCOC1. Product: COc1ccc(-c2sc3cc(OC)ccc3c2C(=O)c2ccc(OCCN3CCCCC3)cc2)cc1. Reaction SMILES: [Br-:24].[CH3:1][O:2][C:3](=[O:4])[c:5]1[c:6]2[c:7]([s:8][c:9]1-[c:10]1[cH:11][cH:12][c:13]([O:16][CH3:17])[cH:14][cH:15]1)[cH:18][c:19]([O:22][CH3:23])[cH:20][cH:21]2.[N:25]1([CH2:31][CH2:32][O:33][c:34]2[cH:35][cH:36][c:37]([Mg+:40])[cH:38][cH:39]2)[CH2:26][CH2:27][CH2:28][CH2:29][CH2:30]1.[O:41]1[CH2:42][CH2:43][CH2:44][CH2:45]1>>[C:3](=[O:4])([c:5]1[c:6]2[c:7]([s:8][c:9]1-[c:10]1[cH:11][cH:12][c:13]([O:16][CH3:17])[cH:14][cH:15]1)[cH:18][c:19]([O:22][CH3:23])[cH:20][cH:21]2)[c:37]1[cH:36][cH:35][c:34]([O:33][CH2:32][CH2:31][N:25]2[CH2:26][CH2:27][CH2:28][CH2:29][CH2:30]2)[cH:39][cH:38]1.